From a dataset of the Open Reaction Database (ORD), a public repository of structured organic reaction records. describe an organic reaction: reactants, conditions, products, and yield Starting materials: C(C)(C)(C)C1=C(C=CC(=C1)C(C)(C)C)O (2,4-di-tert-butylphenol), [OH-].[Na+] (sodium hydroxide), solution, OO (hydrogen peroxide). The reagents and catalysts are S(=O)(=O)(OCCCCCCCCCCCC)[O-].[Na+] (sodium lauryl sulfate). The solvent is O (water). Product: OC1=C(C=C(C=C1C(C)(C)C)C(C)(C)C)C1=C(C(=CC(=C1)C(C)(C)C)C(C)(C)C)O (2,2'-dihydroxy-3,3',5,5'-tetra-tert-butyl-biphenyl). Yield: 97.9%. RXN SMILES: [OH-:1].[Na+].[C:3]([C:7]1[CH:12]=[C:11]([C:13]([CH3:16])([CH3:15])[CH3:14])[CH:10]=[CH:9][C:8]=1[OH:17])([CH3:6])([CH3:5])[CH3:4].OO>O.S([O-])(OCCCCCCCCCCCC)(=O)=O.[Na+]>[OH:17][C:8]1[C:7]([C:3]([CH3:6])([CH3:5])[CH3:4])=[CH:12][C:11]([C:13]([CH3:16])([CH3:15])[CH3:14])=[CH:10][C:9]=1[C:9]1[CH:8]=[C:7]([C:3]([CH3:5])([CH3:4])[CH3:6])[CH:12]=[C:11]([C:13]([CH3:16])([CH3:15])[CH3:14])[C:10]=1[OH:1] |f:0.1,5.6|. Procedure details: 40 g (1 mole) of sodium hydroxide are dissolved in 170 ml of water which contains 1 g of sodium lauryl sulfate. With stirring, the solution is heated to 80° and then 103 g (0.5 mole) of 2,4-di-tert-butylphenol are added. Then 31 ml of a 30% solution of hydrogen peroxide are added dropwise in the course of 2 hours. After the reaction mixture has cooled, the product is isolated by filtration and washed with water and dried, affording 100.5 g (98% of theory) of 2,2'-dihydroxy-3,3',5,5'-tetra-tert-b... The reactants are [OH-].[Na+] (sodium hydroxide), FC1=C(C(=O)OC)C=C(C=C1)NC(CC=1NC(C=C(N1)N1CCOCC1)=O)=O (methyl 2-fluoro-5-({[4-(morpholin-4-yl)-6-oxo-1,6-dihydropyrimidin-2-yl]acetyl}amino)benzoate), [OH-].[Na+] (sodium hydroxide). Run in CO (methanol). Run at time 8 hour. Product: FC1=C(C(=O)O)C=C(C=C1)NC(CC=1NC(C=C(N1)N1CCOCC1)=O)=O (2-fluoro-5-({[4-(morpholin-4-yl)-6-oxo-1,6-dihydropyrimidin-2-yl]acetyl}amino)benzoic acid). The yield is 17.4%. RXN SMILES: [OH-].[Na+].[F:3][C:4]1[CH:13]=[CH:12][C:11]([NH:14][C:15](=[O:30])[CH2:16][C:17]2[NH:18][C:19](=[O:29])[CH:20]=[C:21]([N:23]3[CH2:28][CH2:27][O:26][CH2:25][CH2:24]3)[N:22]=2)=[CH:10][C:5]=1[C:6]([O:8]C)=[O:7]>CO>[F:3][C:4]1[CH:13]=[CH:12][C:11]([NH:14][C:15](=[O:30])[CH2:16][C:17]2[NH:18][C:19](=[O:29])[CH:20]=[C:21]([N:23]3[CH2:24][CH2:25][O:26][CH2:27][CH2:28]3)[N:22]=2)=[CH:10][C:5]=1[C:6]([OH:8])=[O:7] |f:0.1|. Procedure details: 0.4 ml of 2M sodium hydroxide is added to a solution of 310 mg of methyl 2-fluoro-5-({[4-(morpholin-4-yl)-6-oxo-1,6-dihydropyrimidin-2-yl]acetyl}-amino)benzoate prepared in Example 57, in 7 ml of methanol. After stirring overnight at ambient temperature, a further 0.4 ml of 2M sodium hydroxide is added and the resulting mixture is brought to reflux for 3 hours. After cooling, the reaction mixture is concentrated under reduced pressure. The evaporation residue is taken up with water. The aqueous ... Reactants: CCS(=O)(=O)Cl, CCOC(=O)c1oc2cccc(N)c2c1C, ClCCl, c1ccncc1. As a reaction SMILES: [CH2:17]([CH3:18])[S:19](=[O:20])(=[O:21])[Cl:22].[CH2:1]([CH3:2])[O:3][C:4](=[O:5])[c:6]1[o:7][c:8]2[c:9]([c:10]1[CH3:11])[c:12]([NH2:16])[cH:13][cH:14][cH:15]2.[Cl:29][CH2:30][Cl:31].[cH:23]1[cH:24][cH:25][n:26][cH:27][cH:28]1>>[CH2:1]([CH3:2])[O:3][C:4](=[O:5])[c:6]1[o:7][c:8]2[c:9]([c:10]1[CH3:11])[c:12]([NH:16][S:19]([CH2:17][CH3:18])(=[O:20])=[O:21])[cH:13][cH:14][cH:15]2. Product: CCOC(=O)c1oc2cccc(NS(=O)(=O)CC)c2c1C. Reaction SMILES: [Cl:1][C:2]1[CH:7]=[C:6]([CH3:8])[C:5]([OH:9])=[CH:4][C:3]=1[N:10]1[C:18](=[O:19])[C:13]2=[CH:14][CH2:15][CH2:16][CH2:17][N:12]2[C:11]1=[O:20].[CH2:21](Br)[CH:22]=[CH2:23].C(=O)([O-])[O-].[K+].[K+].[Cl-].[NH4+]>C(#N)C>[CH2:23]([O:9][C:5]1[C:6]([CH3:8])=[CH:7][C:2]([Cl:1])=[C:3]([N:10]2[C:18](=[O:19])[C:13]3=[CH:14][CH2:15][CH2:16][CH2:17][N:12]3[C:11]2=[O:20])[CH:4]=1)[CH:22]=[CH2:21] |f:2.3.4,5.6|. Reactants: ClC1=C(C=C(C(=C1)C)O)N1C(N2C(=CCCC2)C1=O)=O (2-(2-chloro-4-methyl-5-hydroxyphenyl)-5,6-dihydroimidazo [1,5-a] pyridine-1,3[2H, 7H]-dione), C(C=C)Br (allylbromide), C([O-])([O-])=O.[K+].[K+] (potassium carbonate), [Cl-].[NH4+] (ammonium chloride). The yield is 65.0%. Procedure details: An acetonitrile (10 mL) solution of 2-(2-chloro-4-methyl-5-hydroxyphenyl)-5,6-dihydroimidazo [1,5-a] pyridine-1,3[2H, 7H]-dione (0.34 g, 1.11 mmol), allylbromide (0.11 mL, 1.22 mmol) and potassium carbonate (0.15 g, 1.11 mmol) was stirred for one hour under reflux. A saturated ammonium chloride solution (20 mL) was added to the resulting mixture and the organic layer was separated. The aqueous layer was extracted with diethyl ether (10 mL×2 times), and the organic layer combined was washed with ... Yields the product C(C=C)OC=1C(=CC(=C(C1)N1C(N2C(=CCCC2)C1=O)=O)Cl)C (2-(5-allyloxy-2-chloro-4-methylphenyl)-5,6-dihydroimidazo [1,5-a] pyridine-1,3[2H, 7H]-dione). Run in C(C)#N (acetonitrile). Reactants: solution, CNC (dimethylamine), C(C)O (ethanol), C(C)(C)(C)OC(=O)N1CCC(CC1)C(=O)O (1-(tert-Butoxycarbonyl)piperidine-4-carboxylic acid), Cl.C(C)N=C=N (N′-ethylcarbodiimide hydrochloride), ON1N=NC2=C1N=CC=C2 (1-Hydroxy-7-azabenzotriazole). Run in CN(C=O)C (N,N-dimethylformamide), C(C)(=O)OCC (ethyl acetate), ClCCl (dichloromethane). Conditions: temperature 0 celsius, time 20 minute. The product is C(C)(C)(C)OC(=O)N1CCC(CC1)C(N(C)C)=O (4-(dimethylcarbamoyl)piperidine-1-carboxylic acid tert-butyl ester). Yield: 50.8%. RXN SMILES: [C:1]([O:5][C:6]([N:8]1[CH2:13][CH2:12][CH:11]([C:14]([OH:16])=O)[CH2:10][CH2:9]1)=[O:7])([CH3:4])([CH3:3])[CH3:2].ON1[C:22]2[N:23]=[CH:24]C=CC=2N=N1.Cl.C(N=C=N)C.CNC.C(O)C>ClCCl.CN(C)C=O.C(OCC)(=O)C>[C:1]([O:5][C:6]([N:8]1[CH2:13][CH2:12][CH:11]([C:14](=[O:16])[N:23]([CH3:24])[CH3:22])[CH2:10][CH2:9]1)=[O:7])([CH3:4])([CH3:3])[CH3:2] |f:2.3|. Procedure details: 1-(tert-Butoxycarbonyl)piperidine-4-carboxylic acid (8.0 g, 35 mmol) was dissolved in dichloromethane (70 ml) and N,N-dimethylformamide (35 ml). 1-Hydroxy-7-azabenzotriazole (4.75 g, 35 mmol) was added. The solution was cooled to 0° C. N-3-dimethylaminopropyl)-N′-ethylcarbodiimide hydrochloride (6.69 g, 35 mmol) was added. The reaction mixture was stirred for 20 min at 0° C. A 5.6 M solution of dimethylamine in ethanol (37 ml, 209 mmol) was added. The reaction mixture was stirred for 3 days, whi... Starting materials: [OH-].[Na+] (NaOH), COC(CC1=C(N(C2=NC=CC=C21)CC2=CC=CC=C2)C)=O ((1-benzyl-2-methyl-1H-pyrrolo[2,3-b]pyridin-3-yl)acetic acid methyl ester). Solvent: C1CCOC1.CO (THF MeOH). Conditions: time 5.5 hour. Product: C(C1=CC=CC=C1)N1C(=C(C=2C1=NC=CC2)CC(=O)O)C ((1-Benzyl-2-methyl-1H-pyrrolo[2,3-b]pyridin-3-yl)-acetic acid). RXN SMILES: [OH-].[Na+].C[O:4][C:5](=[O:24])[CH2:6][C:7]1[C:15]2[C:10](=[N:11][CH:12]=[CH:13][CH:14]=2)[N:9]([CH2:16][C:17]2[CH:22]=[CH:21][CH:20]=[CH:19][CH:18]=2)[C:8]=1[CH3:23]>C1COCC1.CO>[CH2:16]([N:9]1[C:10]2=[N:11][CH:12]=[CH:13][CH:14]=[C:15]2[C:7]([CH2:6][C:5]([OH:24])=[O:4])=[C:8]1[CH3:23])[C:17]1[CH:18]=[CH:19][CH:20]=[CH:21][CH:22]=1 |f:0.1,3.4|. Reported procedure: 1M Aqueous NaOH (364 μL, 0.364 mmol) is added to a stirring solution of (1-benzyl-2-methyl-1H-pyrrolo[2,3-b]pyridin-3-yl)acetic acid methyl ester (65 mg, 0.22 mmol) in 5:1 THF/MeOH (2.4 mL). After 5.5 hours, the reaction is evaporated, and partitioned between water and EtOAc. The aqueous layer is acidified to pH 3, and the resulting precipitate collected by filtration to furnish 1-benzyl-2-methyl-1H-pyrrolo[2,3-b]pyridin-3-yl)-acetic acid; MH+=281. Reactants: [PH4+] (phosphonium), CC1=C(C(CCC1)(C)C)CC=O (2,6,6-trimethyl-1-cyclohexene-1-acetaldehyde), [Br-].O1C(OCCC1)CC[P+](C1=CC=CC=C1)(C1=CC=CC=C1)C1=CC=CC=C1 (2-(1,3-dioxan-2-yl)ethyl triphenylphosphonium bromide), C(CCC)[Li] (n-butyllithium), aldehyde. Run in CN(C)P(=O)(N(C)C)N(C)C (HMPA), C1CCOC1 (THF), CCCCCC (hexane), O (Water). Yields the product CC1=C(C(CCC1)(C)C)CC=CCC1OCCCO1 (2-[4-(2,6,6-trimethyl-1-cyclohexen-1-yl)-2-butenyl]-1, 3-dioxane). As a reaction SMILES: [CH3:1][C:2]1[CH2:7][CH2:6][CH2:5][C:4]([CH3:9])([CH3:8])[C:3]=1[CH2:10][CH:11]=O.[Br-].[O:14]1[CH2:19][CH2:18][CH2:17][O:16][CH:15]1[CH2:20][CH2:21][P+](C1C=CC=CC=1)(C1C=CC=CC=1)C1C=CC=CC=1.[PH4+].C([Li])CCC>C1COCC1.CCCCCC.O.CN(P(N(C)C)(N(C)C)=O)C>[CH3:1][C:2]1[CH2:7][CH2:6][CH2:5][C:4]([CH3:8])([CH3:9])[C:3]=1[CH2:10][CH:11]=[CH:21][CH2:20][CH:15]1[O:16][CH2:17][CH2:18][CH2:19][O:14]1 |f:1.2|. Reported procedure: Commercially available 2,6,6-trimethyl-1-cyclohexene-1-acetaldehyde is chain-extended by Wittig reaction with commercially available 2-(1,3-dioxan-2-yl)ethyl triphenylphosphonium bromide as follows: To a stirred suspension of the phosphonium salt (20.4 g) in THF (30 ml) is added HMPA (30 ml). The mixture is cooled to -70° under nitrogen and n-butyllithium (17.5 ml of 2.5M solution in hexane) is added dropwise. After 30 minutes the aldehyde (6.65 g in 10 ml THF) is added and the mixture is allowe...